From a dataset of the Open Reaction Database (ORD), a public repository of structured organic reaction records. describe an organic reaction: reactants, conditions, products, and yield Starting materials: CN(C(=O)C1CCCCC1)OC (N-methyl-N-methoxy-cyclohexanecarboxamide), ice NaCl, C(=C)[Mg]Br (vinyl magnesium bromide), [NH4+].[Cl-] (NH4Cl). Solvent: C1CCOC1 (THF). Reaction conditions: temperature 0 celsius, time 1 hour. Product: C1(CCCCC1)C(C=C)=O (1-cyclohexylprop-2-en-1-one). RXN SMILES: CN(OC)[C:3]([CH:5]1[CH2:10][CH2:9][CH2:8][CH2:7][CH2:6]1)=[O:4].[CH:13]([Mg]Br)=[CH2:14].[NH4+].[Cl-]>C1COCC1>[CH:5]1([C:3](=[O:4])[CH:13]=[CH2:14])[CH2:10][CH2:9][CH2:8][CH2:7][CH2:6]1 |f:2.3|. Procedure details: To the stirring solution of N-methyl-N-methoxy-cyclohexanecarboxamide (0.05 mol, 8.5 g) in 150 ml anhydrous THF at −10-0° C. (ice-NaCl bath) the solution of vinyl magnesium bromide (1M in THF, 0.1 mol, 100 ml) was added dropwise. The resulting mixture was stirred at 0° C. for 1 h (white solid formed), then at rt for 4 h (the solid dissolved). The resulting solution was added slowly by cannula into a well-cooled Erlenmeyer flask equipped with magnetic stirrer and thermometer, containing 0.5 L sat... Reactants: Br, CC(C)CC(N)C(=O)O, O. Product: CC(C)CC(Br)C(=O)O. Reaction SMILES: [BrH:10].[NH2:1][CH:2]([CH2:3][CH:4]([CH3:5])[CH3:6])[C:7](=[O:8])[OH:9].[OH2:11]>>[CH:2]([CH2:3][CH:4]([CH3:5])[CH3:6])([C:7](=[O:8])[OH:9])[Br:10]. Starting materials: ClCCC(C(=O)[O-])(C)C (Chloromethylpivalate), C(C)(=O)NC=1C(=C(C(=C(C1I)C(=O)[O-])I)C(=O)NC)I.[K+] (potassium 5-(N-acetylamino)-3-(methylaminocarbonyl)-2,4,6-triiodobenzenecarboxylate), [I-].[Na+] (sodium iodide), CN(C)C=O (DMF), CN(C)C=O (DMF). Conditions: time 4 hour. The product is C(C)(=O)NC=1C(=C(C(=C(C1I)C(=O)OCOC(C(C)(C)C)=O)I)C(=O)NC)I (Pivaloyloxymethyl 5-(N-acetylamino)-3-(methylaminocarbonyl)-2,4,6-triiodobenzenecarboxylate). Reaction SMILES: ClC[CH2:3][C:4]([CH3:9])([CH3:8])[C:5]([O-:7])=[O:6].[C:10]([NH:13][C:14]1[C:15]([I:29])=[C:16]([C:25]([NH:27][CH3:28])=[O:26])[C:17]([I:24])=[C:18]([C:21]([O-:23])=[O:22])[C:19]=1[I:20])(=[O:12])[CH3:11].[K+].[I-].[Na+].[CH3:33]N(C=O)C>>[C:10]([NH:13][C:14]1[C:15]([I:29])=[C:16]([C:25]([NH:27][CH3:28])=[O:26])[C:17]([I:24])=[C:18]([C:21]([O:23][CH2:33][O:7][C:5](=[O:6])[C:4]([CH3:9])([CH3:8])[CH3:3])=[O:22])[C:19]=1[I:20])(=[O:12])[CH3:11] |f:1.2,3.4|. Reported procedure: Chloromethylpivalate (7.62 g, 50.6 mmol) in dry DMF (84 ml) is added dropwise at 50° C. to a solution of potassium 5-(N-acetylamino)-3-(methylaminocarbonyl)-2,4,6-triiodobenzenecarboxylate (30.00 g, 46.0 mmol) and sodium iodide (0.37 g, 2.5 mmol) in dry DMF (450 ml). The precipitate is removed by filtration after stirring for 4 hours and the solvent is removed at reduced pressure. The residue is triturated and washed repeatedly in water and finally recrystallised from isopropanol. The reactants are COC1=C(C(=C(C=C1)[C@H]1CCC[C@@H]2N1CCN(C2)C(=O)C=2C=NC(=CC2)C(F)(F)F)C)C ([(6R,9aS)-6-(4-methoxy-2,3-dimethylphenyl)-octahydro-pyrido[1,2-a]pyrazin-2-yl]-(6-trifluoromethyl-pyridin-3-yl)-methanone), Cl (HCl). Run in C(Cl)Cl (CH2Cl2). Run at temperature -70 celsius, time 10 minute. Yields the product OC1=C(C(=C(C=C1)[C@H]1CCC[C@@H]2N1CCN(C2)C(=O)C=2C=NC(=CC2)C(F)(F)F)C)C ([(6R,9aS)-6-(4-hydroxy-2,3-dimethylphenyl)-octahydro-pyrido[1,2-a]pyrazin-2-yl]-(6-trifluoromethyl-pyridin-3-yl)-methanon). RXN SMILES: C[O:2][C:3]1[CH:8]=[CH:7][C:6]([C@@H:9]2[N:14]3[CH2:15][CH2:16][N:17]([C:19]([C:21]4[CH:22]=[N:23][C:24]([C:27]([F:30])([F:29])[F:28])=[CH:25][CH:26]=4)=[O:20])[CH2:18][C@@H:13]3[CH2:12][CH2:11][CH2:10]2)=[C:5]([CH3:31])[C:4]=1[CH3:32].Cl>C(Cl)Cl>[OH:2][C:3]1[CH:8]=[CH:7][C:6]([C@@H:9]2[N:14]3[CH2:15][CH2:16][N:17]([C:19]([C:21]4[CH:22]=[N:23][C:24]([C:27]([F:30])([F:29])[F:28])=[CH:25][CH:26]=4)=[O:20])[CH2:18][C@@H:13]3[CH2:12][CH2:11][CH2:10]2)=[C:5]([CH3:31])[C:4]=1[CH3:32]. Reported procedure: A CH2Cl2 solution of [(6R,9aS)-6-(4-methoxy-2,3-dimethylphenyl)-octahydro-pyrido[1,2-a]pyrazin-2-yl]-(6-trifluoromethyl-pyridin-3-yl)-methanone obtained in step 5 (2.30 g, 5.14 mmoles) is treated with 15.4 mL of HCl (1 M in Et2O) and allowed to stand for 10 min. This solution is concentrated in vacuo and then dissolved in 70 mL anhydrous CH2Cl2. This solution is cooled to −70° C. (dry ice/isopropanol bath) under nitrogen and treated with BBr3 (1 M in DCM, 20.6 mL) dropwise via syringe over 20 mi... The reactants are O=C([O-])[O-], CC(=O)c1ccc2oc(=O)[nH]c2c1, CI, [Cs+], [Cs+], CN(C)C=O. Product: CC(=O)c1ccc2oc(=O)n(C)c2c1. As a reaction SMILES: [C:16](=[O:17])([O-:18])[O-:19].[C:1]([CH3:2])(=[O:3])[c:4]1[cH:5][cH:6][c:7]2[c:8]([nH:9][c:10](=[O:12])[o:11]2)[cH:13]1.[CH3:14][I:15].[Cs+:20].[Cs+:21].[O:22]=[CH:23][N:24]([CH3:25])[CH3:26]>>[C:1]([CH3:2])(=[O:3])[c:4]1[cH:5][cH:6][c:7]2[c:8]([n:9]([CH3:16])[c:10](=[O:12])[o:11]2)[cH:13]1. The reactants are CC(CO)N (dl-2-amino-1-propanol), C(CCCCCCCCCCCCCCC)(=O)Cl (hexadecanoyl chloride). The solvent is C(Cl)Cl (CH2Cl2). Yields the product C(CCCCCCCCCCCCCCC)(=O)NC(CO)C (2-(N-Hexadecanoyl)amino-1-propanol). Isolated yield 51.0%. RXN SMILES: [CH3:1][CH:2]([NH2:5])[CH2:3][OH:4].[C:6](Cl)(=[O:22])[CH2:7][CH2:8][CH2:9][CH2:10][CH2:11][CH2:12][CH2:13][CH2:14][CH2:15][CH2:16][CH2:17][CH2:18][CH2:19][CH2:20][CH3:21]>C(Cl)Cl>[C:6]([NH:5][CH:2]([CH3:1])[CH2:3][OH:4])(=[O:22])[CH2:7][CH2:8][CH2:9][CH2:10][CH2:11][CH2:12][CH2:13][CH2:14][CH2:15][CH2:16][CH2:17][CH2:18][CH2:19][CH2:20][CH3:21]. Procedure details: A solution of 4.00 g (53.2 mmol) of commercially obtained dl-2-amino-1-propanol b and 8.0 g (8.8 ml, 29.3 mmol) of hexadecanoyl chloride in 100 ml of CH2Cl2 was stirred at room temperature for hours. The solution was concentrated and the residue was boiled with 200 ml acetone and decanted. The solution was concentrated and the residue was chromatographed on silica gel using 50% ethylacetate in hexane to afford 4.15 g (51%) of the title compound as white needles, m.p. 75-76° C. Using the same pro... Reactants: BrC1=C(C=O)C=CC(=C1O)OC (2-bromo-3-hydroxy-4-methoxybenzaldehyde), C(=O)([O-])[O-].[K+].[K+] (K2CO3), COS(=O)(=O)OC (Dimethylsulfate). The solvent is CN(C)C=O (DMF). Conditions: temperature -10 celsius, time 8 hour. The product is BrC1=C(C=O)C=CC(=C1OC)OC (2-bromo-3,4-dimethoxybenzaldehyde). Yield: 91.0%. As a reaction SMILES: [Br:1][C:2]1[C:9]([OH:10])=[C:8]([O:11][CH3:12])[CH:7]=[CH:6][C:3]=1[CH:4]=[O:5].[C:13]([O-])([O-])=O.[K+].[K+].COS(OC)(=O)=O>CN(C=O)C>[Br:1][C:2]1[C:9]([O:10][CH3:13])=[C:8]([O:11][CH3:12])[CH:7]=[CH:6][C:3]=1[CH:4]=[O:5] |f:1.2.3|. Procedure details: A stirred suspension of 2-bromo-3-hydroxy-4-methoxybenzaldehyde (commercially available, 24 g, 104 mmol) and K2CO3 (29.4 g, 213 mmol) in DMF (125 ml) was cooled to −10° C. Dimethylsulfate (9.6 ml, 102 mmol) was added, the reaction was warmed to room temperature and stirred overnight. The resulting solution was quenched with water (375 ml) and the resulting suspension stirred overnight. The resulting suspension was filtered and the solid dried in vacuo at 50° C. to give 23.1 g of the subtitle pro... Reactants: ClC1=C(C(=O)O)C=CC=N1 (2-chloronicotinic acid), N1CCCC2=CC=CC=C12 (1,2,3,4-tetrahydroquinoline), S(=O)(Cl)Cl (thionyl chloride), [S-]C#N.[NH4+] (ammonium thiocyanate). The solvent is CC(=O)C (acetone), CN(C)C=O (DMF), CC(=O)C (acetone). Product: N1(CCCC2=CC=CC=C12)C=1SC2=C(C(N1)=O)C=CC=N2 (2-(1,2,3,4-tetrahydroquinolin-1-yl)-4H-pyrido[3,2-e]-1,3-thiazin-4-one). Yield: 73.0%. Reaction SMILES: Cl[C:2]1[N:10]=[CH:9][CH:8]=[CH:7][C:3]=1[C:4]([OH:6])=O.S(Cl)(Cl)=O.[S-:15][C:16]#[N:17].[NH4+].[NH:19]1[C:28]2[C:23](=[CH:24][CH:25]=[CH:26][CH:27]=2)[CH2:22][CH2:21][CH2:20]1>CC(C)=O.CN(C=O)C>[N:19]1([C:16]2[S:15][C:2]3[N:10]=[CH:9][CH:8]=[CH:7][C:3]=3[C:4](=[O:6])[N:17]=2)[C:28]2[C:23](=[CH:24][CH:25]=[CH:26][CH:27]=2)[CH2:22][CH2:21][CH2:20]1 |f:2.3|. Procedure: The reaction procedure of Example 57 was followed except that 1.595 mg (10.12 mmol) of 2-chloronicotinic acid, 15 ml of thionyl chloride, two droplets of DMF, 770 mg of ammonium thiocyanate, 15 ml of acetone, 1.35 g of 1,2,3,4-tetrahydroquinoline and 10 ml of acetone were used. As a result, 2.18 g of 2-(1,2,3,4-tetrahydroquinolin-1-yl)-4H-pyrido[3,2-e]-1,3-thiazin-4-one was obtained. Reactants: C(C)(C)(C)OC(=O)NCC(=O)O (N-tert-butoxycarbonylglycine), ON1N=NC2=C1C=CC=C2 (1-hydroxybenzotriazole), NCC=1SC=CN1 (2-aminomethylthiazole), C1(CCCCC1)N=C=NC1CCCCC1 (dicyclohexylcarbodiimide). Run in C(Cl)Cl (methylene chloride). Yields the product C(C)(C)(C)OC(=O)NCC(=O)NCC=1SC=CN1 (2-[(N-tert-butoxycarbonylglycyl)amino]methylthiazole). The yield is 97.6%. RXN SMILES: [C:1]([O:5][C:6]([NH:8][CH2:9][C:10]([OH:12])=O)=[O:7])([CH3:4])([CH3:3])[CH3:2].ON1C2C=CC=CC=2N=N1.C1(N=C=NC2CCCCC2)CCCCC1.[NH2:38][CH2:39][C:40]1[S:41][CH:42]=[CH:43][N:44]=1>C(Cl)Cl>[C:1]([O:5][C:6]([NH:8][CH2:9][C:10]([NH:38][CH2:39][C:40]1[S:41][CH:42]=[CH:43][N:44]=1)=[O:12])=[O:7])([CH3:2])([CH3:3])[CH3:4]. Procedure: 60 ml of methylene chloride was added to 3.854 g of N-tert-butoxycarbonylglycine and 2.97 g of 1-hydroxybenzotriazole. To this mixture was further added 4.54 g of dicyclohexylcarbodiimide with stirring and ice-cooling. The mixture was stirred for 2 hours with ice-cooling. To this was added 2.28 g of 2-aminomethylthiazole, and the resulting mixture was stirred for an additional 16 hours. The crystals precipitated were removed by filtration. The filtrate was washed with a 5% aqueous solution of so... The reactants are CCCNCCC, ClCCCl, COc1ccc2oc(C(=O)C(C)(C)C)c(CC(=O)O)c2c1, CCN(C(C)C)C(C)C, CN(C)C=O, On1nnc2ccccc21. The product is CCCN(CCC)C(=O)Cc1c(C(=O)C(C)(C)C)oc2ccc(OC)cc12. RXN SMILES: [CH2:32]([CH2:33][CH3:34])[NH:35][CH2:36][CH2:37][CH3:38].[CH2:53]([Cl:54])[CH2:55][Cl:56].[CH3:1][C:2]([C:3](=[O:4])[c:5]1[o:6][c:7]2[c:8]([c:9]1[CH2:10][C:11](=[O:12])[OH:13])[cH:14][c:15]([O:18][CH3:19])[cH:16][cH:17]2)([CH3:20])[CH3:21].[CH:39]([N:40]([CH2:41][CH3:42])[CH:43]([CH3:44])[CH3:45])([CH3:46])[CH3:47].[O:48]=[CH:49][N:50]([CH3:51])[CH3:52].[OH:22][n:23]1[c:24]2[c:25]([cH:26][cH:27][cH:28][cH:29]2)[n:30][n:31]1>>[CH3:1][C:2]([C:3](=[O:4])[c:5]1[o:6][c:7]2[c:8]([c:9]1[CH2:10][C:11](=[O:12])[N:35]([CH2:32][CH2:33][CH3:34])[CH2:36][CH2:37][CH3:38])[cH:14][c:15]([O:18][CH3:19])[cH:16][cH:17]2)([CH3:20])[CH3:21].